This data is from the Open Reaction Database (ORD), a public repository of structured organic reaction records. The task is: describe an organic reaction: reactants, conditions, products, and yield The reactants are N1C=CC2=C(C=CC=C12)C1=NC=2N3[C@H](CN(C2C=N1)CC(=O)OC(C)(C)C)COCC3 ((R)-tert-butyl 2-(2-(1H-indol-4-yl)-6a,7,9,10-tetrahydro-[1,4]oxazino[3,4-h]pteridin-5(6H)-yl)acetate), Cl (HCl), Cl (hydrochloric acid). Run at temperature 70 celsius, time 1 hour. Product: Cl (HCl), N1C=CC2=C(C=CC=C12)C1=NC=2N3[C@H](CN(C2C=N1)CC(=O)O)COCC3 ((R)-2-(2-(1H-indol-4-yl)-6a,7,9,10-tetrahydro-[1,4]oxazino[3,4-h]pteridin-5(6H)-yl)acetic acid). The yield is 113.1%. Reaction SMILES: [NH:1]1[C:9]2[C:4](=[C:5]([C:10]3[N:19]=[CH:18][C:17]4[N:16]([CH2:20][C:21]([O:23]C(C)(C)C)=[O:22])[CH2:15][C@@H:14]5[CH2:28][O:29][CH2:30][CH2:31][N:13]5[C:12]=4[N:11]=3)[CH:6]=[CH:7][CH:8]=2)[CH:3]=[CH:2]1.[ClH:32]>>[ClH:32].[NH:1]1[C:9]2[C:4](=[C:5]([C:10]3[N:19]=[CH:18][C:17]4[N:16]([CH2:20][C:21]([OH:23])=[O:22])[CH2:15][C@@H:14]5[CH2:28][O:29][CH2:30][CH2:31][N:13]5[C:12]=4[N:11]=3)[CH:6]=[CH:7][CH:8]=2)[CH:3]=[CH:2]1. Procedure details: A mixture of (R)-tert-butyl 2-(2-(1H-indol-4-yl)-6a,7,9,10-tetrahydro-[1,4]oxazino[3,4-h]pteridin-5(6H)-yl)acetate (250 mg, 0.593 mmol), HCl (4M in 1,4-dioxane) (10 mL, 40.0 mmol) and 1 N hydrochloric acid (2 mL, 2 mmol) was stirred at 70° C. for 1 hour. The mixture was subsequently concentrated in vacuo to give an HCl salt of the title compound as a brown solid (245 mg, 103%). 1H NMR (400 MHz, DMSO-d6) δ 3.17-3.74 (m, 5H), 3.90-4.03 (m, 2H), 4.06-4.17 (m, 2H), 4.46 (d, J=18.19 Hz, 1H), 4.73 (d,... Reactants: C([O-])([O-])=O.[Li+].[Li+] (lithium carbonate), C1(CC1)[C@]1([C@@H](NCC1)C(C)C)O ((2S,3R)-3-cyclopropyl-2-isopropylpyrrolidin-3-ol), FC1=C(C#N)C(=CC(=C1)F)F (2,4,6-trifluorobenzonitrile). Yields the product C1(CC1)[C@]1([C@@H](N(CC1)C1=CC(=C(C#N)C(=C1)F)F)C(C)C)O (4-[(2S,3R)-3-cyclopropyl-3-hydroxy-2-isopropylpyrrolidin-1-yl]-2,6-difluorobenzonitrile), solid. The yield is 38.0%. Reaction SMILES: [CH:1]1([C@:4]2([OH:12])[CH2:8][CH2:7][NH:6][C@H:5]2[CH:9]([CH3:11])[CH3:10])[CH2:3][CH2:2]1.[F:13][C:14]1[CH:21]=[C:20](F)[CH:19]=[C:18]([F:23])[C:15]=1[C:16]#[N:17].C(=O)([O-])[O-].[Li+].[Li+]>>[CH:1]1([C@:4]2([OH:12])[CH2:8][CH2:7][N:6]([C:20]3[CH:21]=[C:14]([F:13])[C:15]([C:16]#[N:17])=[C:18]([F:23])[CH:19]=3)[C@H:5]2[CH:9]([CH3:10])[CH3:11])[CH2:3][CH2:2]1 |f:2.3.4|. Reported procedure: By an operation in the same manner as in Example 1 and using (2S,3R)-3-cyclopropyl-2-isopropylpyrrolidin-3-ol 0.5 oxalate (215 mg), 2,4,6-trifluorobenzonitrile (157 mg) and lithium carbonate (163 mg), the title compound was obtained as a colorless solid (yield: 115 mg, yield: 38%). The reactants are C1(=CC=CC=C1)C(=O)C1CCCCC1 (cyclohexyl phenyl ketone), [C-]#[C-].[Li+].[Li+] (Lithium acetylide), O (water), Cl (HCl). The solvent is O1CCCC1 (THF), O1CCCC1 (tetrahydrofuran). Conditions: temperature 0 celsius. Product: C1(CCCCC1)C(C#C)(C1=CC=CC=C1)O (3-Cyclohexyl-3-hydroxy-3-phenylprop-1-yne). As a reaction SMILES: [C-:1]#[C-:2].[Li+].[Li+].[C:5]1([C:11]([CH:13]2[CH2:18][CH2:17][CH2:16][CH2:15][CH2:14]2)=[O:12])[CH:10]=[CH:9][CH:8]=[CH:7][CH:6]=1.Cl.O>O1CCCC1>[CH:5]1([C:11]([OH:12])([C:13]2[CH:14]=[CH:15][CH:16]=[CH:17][CH:18]=2)[C:1]#[CH:2])[CH2:10][CH2:9][CH2:8][CH2:7][CH2:6]1 |f:0.1.2|. Reported procedure: Lithium acetylide (47.84 g, 0.52 mol) was added to 70 ml of dry tetrahydrofuran (THF). The solution was cooled to 0° C. and a solution of cyclohexyl phenyl ketone in 100 ml of dry THF was added over a period of 15 minutes with stirring. The solution was allowed to warm to room temperature and stirred for 16 hours. The solution was then cooled to 0° C. and 50 ml of a 5N HCl solution was added with. The solution was then warmed to room temperature and 200 ml of water was added. The solution was tr... The product is C(C1=CC=CC=C1)N1C(CNCC1)(C)COC (1-Benzyl-2-methoxymethyl-2-methyl-piperazine). Run in C1CCOC1 (THF), C1CCOC1 (THF). Procedure: A mixture of 130 mg (0.524 mmol) 4-benzyl-5-methoxymethyl-5-methyl-piperazin-2-one in 5 mL THF was cooled with ice and 780 μL (0.780 mmol) 1M lithium aluminum hydride solution in THF was added dropwise under argon atmosphere. The resultant mixture was stirred 3 h under ice-bath cooling and 2.5 h at Rt. Then the mixture was quenched with saturated aqueous Na2SO4 solution, stirred for 1 h, filtered through Celite, washed with EtOAc and concentrated in vacuo. Reaction SMILES: [CH2:1]([N:8]1[C:13]([CH2:15][O:16][CH3:17])([CH3:14])[CH2:12][NH:11][C:10](=O)[CH2:9]1)[C:2]1[CH:7]=[CH:6][CH:5]=[CH:4][CH:3]=1.[H-].[Al+3].[Li+].[H-].[H-].[H-]>C1COCC1>[CH2:1]([N:8]1[CH2:9][CH2:10][NH:11][CH2:12][C:13]1([CH2:15][O:16][CH3:17])[CH3:14])[C:2]1[CH:3]=[CH:4][CH:5]=[CH:6][CH:7]=1 |f:1.2.3.4.5.6|. Run at time 1 hour. Starting materials: [H-].[Al+3].[Li+].[H-].[H-].[H-] (lithium aluminum hydride), C(C1=CC=CC=C1)N1CC(NCC1(C)COC)=O (4-benzyl-5-methoxymethyl-5-methyl-piperazin-2-one), resultant mixture. The reactants are BrC1=CC=C(C=C1)OC1CCN(CC1)C(=O)OCC(=O)OCC (2-(ethyloxy)-2-oxoethyl 4-[(4-bromophenyl)oxy]-1-piperidinecarboxylate), ethanolic solution, CN (methylamine). Procedure: 2.9 g (7.5 mmol) of 2-(ethyloxy)-2-oxoethyl 4-[(4-bromophenyl)oxy]-1-piperidinecarboxylate, prepared in Step 4.3., in solution in 10 ml of a 33% ethanolic solution of methylamine are stirred at ambient temperature for 20 hours. Following evaporation, the product is purified by chromatography on silica gel, eluting with ethyl acetate, to give 0.8 g of product in gum form, which is used as it is in the following step. Reaction SMILES: [Br:1][C:2]1[CH:7]=[CH:6][C:5]([O:8][CH:9]2[CH2:14][CH2:13][N:12]([C:15]([O:17][CH2:18][C:19]([O:21]CC)=O)=[O:16])[CH2:11][CH2:10]2)=[CH:4][CH:3]=1.[CH3:24][NH2:25]>>[Br:1][C:2]1[CH:7]=[CH:6][C:5]([O:8][CH:9]2[CH2:14][CH2:13][N:12]([C:15]([O:17][CH2:18][C:19]([NH:25][CH3:24])=[O:21])=[O:16])[CH2:11][CH2:10]2)=[CH:4][CH:3]=1. Product: BrC1=CC=C(C=C1)OC1CCN(CC1)C(=O)OCC(=O)NC (2-(methylamino)-2-oxoethyl 4-[(4-bromophenyl)oxy]-1-piperidinecarboxylate). Reactants: C(#C)C=1C=NN2C1N=C(C=C2C(F)(F)F)C2=CC(=CC=C2)C(F)(F)F (3-ethynyl-7-trifluoromethyl-5-(3-trifluoromethyl-phenyl)-pyrazolo[1,5-a]pyrimidine), BrC=1C=C(C=CC1)S(=O)(=O)NC(CO)(C)C (3-bromo-N-(2-hydroxy-1,1-dimethyl-ethyl)-benzenesulfonamide). The product is OCC(C)(C)NS(=O)(=O)C1=CC(=CC=C1)C#CC=1C=NN2C1N=C(C=C2C(F)(F)F)C2=CC(=CC=C2)C(F)(F)F (N-(2-Hydroxy-1,1-dimethyl-ethyl)-3-[7-trifluoromethyl-5-(3-trifluoromethyl-phenyl)-pyrazolo[1,5-a]pyrimidin-3-ylethynyl]-benzenesulfonamide), solid. Isolated yield 96.0%. Reaction SMILES: [C:1]([C:3]1[CH:4]=[N:5][N:6]2[C:11]([C:12]([F:15])([F:14])[F:13])=[CH:10][C:9]([C:16]3[CH:21]=[CH:20][CH:19]=[C:18]([C:22]([F:25])([F:24])[F:23])[CH:17]=3)=[N:8][C:7]=12)#[CH:2].Br[C:27]1[CH:28]=[C:29]([S:33]([NH:36][C:37]([CH3:41])([CH3:40])[CH2:38][OH:39])(=[O:35])=[O:34])[CH:30]=[CH:31][CH:32]=1>>[OH:39][CH2:38][C:37]([NH:36][S:33]([C:29]1[CH:30]=[CH:31][CH:32]=[C:27]([C:2]#[C:1][C:3]2[CH:4]=[N:5][N:6]3[C:11]([C:12]([F:14])([F:13])[F:15])=[CH:10][C:9]([C:16]4[CH:21]=[CH:20][CH:19]=[C:18]([C:22]([F:25])([F:24])[F:23])[CH:17]=4)=[N:8][C:7]=23)[CH:28]=1)(=[O:35])=[O:34])([CH3:41])[CH3:40]. Procedure details: The title compound was prepared from 3-ethynyl-7-trifluoromethyl-5-(3-trifluoromethyl-phenyl)-pyrazolo[1,5-a]pyrimidine (example C.10) (355 mg, 1.0 mmol) and 3-bromo-N-(2-hydroxy-1,1-dimethyl-ethyl)-benzenesulfonamide (example B.6) (308 mg, 1.0 mmol) according to general procedure II. Obtained as a yellow solid (560 mg, 96%). MS (ISN) 581.1 [(M−H)−]; mp 132° C. Starting materials: ice water, NC1=NC=CC=C1Cl (2-amino-3-chloropyridine), C[Si](N[Si](C)(C)C)(C)C.[Na] (sodium hexamethyldisilazane), S1C(=CC2=C1C1=C(OCC2)C=CC=C1)C(=O)Cl (4,5-dihydrobenzo[b]thieno[2,3-d]oxepine-2-carbonylchloride). Solvent: C1CCOC1 (THF), O1CCCC1 (tetrahydrofuran). Product: ClC=1C(=NC=CC1)N(C(=O)C1=CC2=C(C3=C(OCC2)C=CC=C3)S1)C (N-(3-chloropyridin-2-yl)-N-methyl-4,5-dihydrobenzo[b]thieno[2,3-d]oxepine-2-carboxamide). As a reaction SMILES: [NH2:1][C:2]1[C:7]([Cl:8])=[CH:6][CH:5]=[CH:4][N:3]=1.[CH3:9][Si](C)(C)N[Si](C)(C)C.[Na].[S:19]1[C:23]2[C:24]3[CH:32]=[CH:31][CH:30]=[CH:29][C:25]=3[O:26][CH2:27][CH2:28][C:22]=2[CH:21]=[C:20]1[C:33](Cl)=[O:34]>C1COCC1>[Cl:8][C:7]1[C:2]([N:1]([CH3:9])[C:33]([C:20]2[S:19][C:23]3[C:24]4[CH:32]=[CH:31][CH:30]=[CH:29][C:25]=4[O:26][CH2:27][CH2:28][C:22]=3[CH:21]=2)=[O:34])=[N:3][CH:4]=[CH:5][CH:6]=1 |f:1.2,^1:17|. Reported procedure: An ice water cooled solution of 2-amino-3-chloropyridine (0.200 g, 0.755 mmol) in tetrahydrofuran (1.5 mL, 18 mmol) was reacted with a THF solution of 1 M sodium hexamethyldisilazane to give a clear solution. This reaction mix was stirred at cooled temperature for 30 minutes. Next, 4,5-dihydrobenzo[b]thieno[2,3-d]oxepine-2-carbonylchloride (0.100 g, 0.378 mmol) was added portionwise as a solid. Reaction mix was stirred at room temperature with monitor for formation of desired product and concent... Reactants: [Br-], BrCc1ccccc1CBr, C=CCC(=O)OCC, CCCC[N+](CCCC)(CCCC)CCCC, Cc1ccccc1, [Na+], [OH-]. Product: C=CC1(C(=O)OCC)Cc2ccccc2C1. As a reaction SMILES: [Br-:21].[Br:3][CH2:4][c:5]1[c:6]([CH2:11][Br:12])[cH:7][cH:8][cH:9][cH:10]1.[C:13]([CH2:14][CH:15]=[CH2:16])(=[O:17])[O:18][CH2:19][CH3:20].[CH3:22][CH2:23][CH2:24][CH2:25][N+:26]([CH2:27][CH2:28][CH2:29][CH3:30])([CH2:31][CH2:32][CH2:33][CH3:34])[CH2:35][CH2:36][CH2:37][CH3:38].[CH3:39][c:40]1[cH:41][cH:42][cH:43][cH:44][cH:45]1.[Na+:2].[OH-:1]>>[CH2:4]1[c:5]2[c:6]([cH:7][cH:8][cH:9][cH:10]2)[CH2:11][C:14]1([C:13](=[O:17])[O:18][CH2:19][CH3:20])[CH:15]=[CH2:16].